The task is: describe an organic reaction: reactants, conditions, products, and yield. This data is from the Open Reaction Database (ORD), a public repository of structured organic reaction records. Reactants: C(=O)(O)C(CCN(C)C)=NNC1=NC2=C(C(=NC1)C1=CC=CC=C1)C=CC=C2 (2-[[1-carboxy-3-(dimethylamino)propylidene]hydrazino]-5-phenyl-3H-1,4-benzodiazepine), [N+](=[N-])=C (diazomethane). Product: COC(=O)C(CCN(C)C)=NNC1=NC2=C(C(=NC1)C1=CC=CC=C1)C=CC=C2 (2-[[1-(methoxycarbonyl)-3-(dimethylamino)-propylidene]hydrazino]-5-phenyl-3H-1,4-benzodiazepine). As a reaction SMILES: [C:1]([C:4](=[N:10][NH:11][C:12]1[CH2:18][N:17]=[C:16]([C:19]2[CH:24]=[CH:23][CH:22]=[CH:21][CH:20]=2)[C:15]2[CH:25]=[CH:26][CH:27]=[CH:28][C:14]=2[N:13]=1)[CH2:5][CH2:6][N:7]([CH3:9])[CH3:8])([OH:3])=[O:2].[N+](=[CH2:31])=[N-]>>[CH3:31][O:2][C:1]([C:4](=[N:10][NH:11][C:12]1[CH2:18][N:17]=[C:16]([C:19]2[CH:24]=[CH:23][CH:22]=[CH:21][CH:20]=2)[C:15]2[CH:25]=[CH:26][CH:27]=[CH:28][C:14]=2[N:13]=1)[CH2:5][CH2:6][N:7]([CH3:8])[CH3:9])=[O:3]. Reported procedure: In the manner given in Example 14, 2-[[1-carboxy-3-(dimethylamino)propylidene]hydrazino]-5-phenyl-3H-1,4-benzodiazepine can be treated with ethereal diazomethane to give 2-[[1-(methoxycarbonyl)-3-(dimethylamino)-propylidene]hydrazino]-5-phenyl-3H-1,4-benzodiazepine. Starting materials: C1(CCCCC1)NC(CCCCCl)=O (N-cyclohexyl-5-chloropentanamide), P(Cl)(Cl)(Cl)(Cl)Cl (phosphorous pentachloride), N=[N+]=[N-] (hydrazoic acid). Run in C1=CC=CC=C1 (benzene), C1=CC=CC=C1 (benzene). Conditions: temperature 18 celsius, time 2 hour. The product is ClCCCCC1=NN=NN1C1CCCCC1 (5-(4-chlorobutyl)-1-cyclohexyl-1H-tetrazole). As a reaction SMILES: [CH:1]1([NH:7][C:8](=O)[CH2:9][CH2:10][CH2:11][CH2:12][Cl:13])[CH2:6][CH2:5][CH2:4][CH2:3][CH2:2]1.P(Cl)(Cl)(Cl)(Cl)Cl.[NH:21]=[N+:22]=[N-:23]>C1C=CC=CC=1>[Cl:13][CH2:12][CH2:11][CH2:10][CH2:9][C:8]1[N:7]([CH:1]2[CH2:6][CH2:5][CH2:4][CH2:3][CH2:2]2)[N:23]=[N:22][N:21]=1. Procedure details: A stirred solution of N-cyclohexyl-5-chloropentanamide (4.36 g, 0.020 mol) in benzene (30 ml) at 0° C. was treated with phosphorous pentachloride (4.4 g, 0.021 mol) in portions over 10 minutes. When the addition was complete the reaction was stirred for an additional 2 hours at 18° C. The solution was then cooled to 0° C. and treated with a solution of hydrazoic acid (0.04 mol) in benzene (50 ml) (prepared according to the method described in Reagents for Organic Synthesis, Volume 1, L. F. Fiese... Reactants: ClC1=C(C(=CC=C1)Cl)C1=NSN=C1O (3-(2,6-dichlorophenyl)-4-hydroxy-1,2,5-thiadiazole), N1=CC=CC=C1 (pyridine), O (water), C(C)(=O)OC(C)=O (acetic anhydride). The solvent is CCOCC (ether). Reaction conditions: time 3 hour. Yields the product C(C)(=O)OC1=NSN=C1C1=C(C=CC=C1Cl)Cl (4-(2,6-dichlorophenyl)-1,2,5-thiadiazol-3-yl acetate). Yield: 70.1%. Reaction SMILES: [Cl:1][C:2]1[CH:7]=[CH:6][CH:5]=[C:4]([Cl:8])[C:3]=1[C:9]1[C:13]([OH:14])=[N:12][S:11][N:10]=1.N1C=CC=CC=1.[C:21](OC(=O)C)(=[O:23])[CH3:22].O>CCOCC>[C:21]([O:14][C:13]1[C:9]([C:3]2[C:2]([Cl:1])=[CH:7][CH:6]=[CH:5][C:4]=2[Cl:8])=[N:10][S:11][N:12]=1)(=[O:23])[CH3:22]. Reported procedure: In ether, 0.5 g of 3-(2,6-dichlorophenyl)-4-hydroxy-1,2,5-thiadiazole and 0.18 g of pyridine were dissolved and 0.23 g of acetic anhydride was added thereto. The mixture was stirred for 3 hours at room temperature. The reaction mixture was poured into water and extracted with ether. The ether layer was washed twice with aqueous dilute sodium hydroxide solution, twice with water and twice with aqueous saturated sodium chloride solution. The resultant was dried over anhydrous sodium sulfate and co...